This data is from the Open Reaction Database (ORD), a public repository of structured organic reaction records. The task is: describe an organic reaction: reactants, conditions, products, and yield Reactants: CC1OC2(NC1)CCN(CC2)C (2,8-dimethyl-1-oxa-4,8-diazaspiro[4.5]decane), N1C=C(C2=CC=CC=C12)CCC(=O)O (3-indolepropionic acid), C1(CCCCC1)N=C=NC1CCCCC1 (dicyclohexylcarbodiimide), CN(C)C1=NC=CC=C1 (dimethylaminopyridine), ClCCl (dichloromethane). The product is C(Cl)Cl.CC(C)O.[NH4+].[OH-] (CH2Cl2 i-PrOH NH4OH), CC1OC2(N(C1)C(CCC1=CNC3=CC=CC=C13)=O)CCN(CC2)C (1-(2,8-dimethyl-1-oxa-4,8-diazaspiro[4.5]dec-4-yl)-3-(1H-indol-3-yl)-propan-1-one). Reaction SMILES: [CH3:1][CH:2]1[CH2:6][NH:5][C:4]2([CH2:11][CH2:10][N:9]([CH3:12])[CH2:8][CH2:7]2)[O:3]1.[NH:13]1[C:21]2[C:16](=[CH:17][CH:18]=[CH:19][CH:20]=2)[C:15]([CH2:22][CH2:23][C:24]([OH:26])=[O:25])=[CH:14]1.C1(N=C=NC2CCCCC2)CCCCC1.CN(C1C=CC=CN=1)C.[Cl:51][CH2:52][Cl:53]>>[CH2:52]([Cl:53])[Cl:51].[CH3:1][CH:2]([OH:3])[CH3:6].[NH4+:5].[OH-:25].[CH3:1][CH:2]1[CH2:6][N:5]([C:24](=[O:26])[CH2:23][CH2:22][C:15]2[C:16]3[C:21](=[CH:20][CH:19]=[CH:18][CH:17]=3)[NH:13][CH:14]=2)[C:4]2([CH2:11][CH2:10][N:9]([CH3:12])[CH2:8][CH2:7]2)[O:3]1 |f:5.6.7.8|. Procedure: A solution of 2,8-dimethyl-1-oxa-4,8-diazaspiro[4.5]decane (1.09 g, 6.41 mmol), 3-indolepropionic acid (1.57 g, 8.3 mmol), dicyclohexylcarbodiimide (DCC, 1.78 g, 8.65 mmol) and dimethylaminopyridine (DMAP, 0.78 g, 6.41 mol) in dichloromethane (100 ml) was stirred at room temperature for 4 days. The precipitate was removed by filtration and the solvent was evaporated. Flash chromatography (silica, CH2Cl2/i-PrOH/NH4OH 85/15/1) gave the title compound that was triturated in ether. The obtained whit...